From a dataset of the Open Reaction Database (ORD), a public repository of structured organic reaction records. describe an organic reaction: reactants, conditions, products, and yield Reactants: N1=CC=CC=C1 (pyridine), ClC=1C=CC=2N(N1)C(=C(N2)C)C(=O)N (6-chloro-2-methylimidazo[1,2-b]pyridazine-3-carboxamide), C([O-])(O)=O.[Na+] (sodium bicarbonate), FC(C(=O)OC(C(F)(F)F)=O)(F)F (trifluoroacetic anhydride). Run in O1CCCC1 (tetrahydrofuran), O1CCCC1 (tetrahydrofuran). Run at time 2 hour. Product: ClC=1C=CC=2N(N1)C(=C(N2)C)C#N (6-chloro-2-methylimidazo[1,2-b]pyridazine-3-carbonitrile). Yield: 65.8%. As a reaction SMILES: [Cl:1][C:2]1[CH:3]=[CH:4][C:5]2[N:6]([C:8]([C:12]([NH2:14])=O)=[C:9]([CH3:11])[N:10]=2)[N:7]=1.N1C=CC=CC=1.FC(F)(F)C(OC(=O)C(F)(F)F)=O.C(=O)(O)[O-].[Na+]>O1CCCC1>[Cl:1][C:2]1[CH:3]=[CH:4][C:5]2[N:6]([C:8]([C:12]#[N:14])=[C:9]([CH3:11])[N:10]=2)[N:7]=1 |f:3.4|. Reported procedure: To a mixture of 6-chloro-2-methylimidazo[1,2-b]pyridazine-3-carboxamide (1.5 g, 7.0 mmol) produced in the above, pyridine (1.7 mL, 21 mmol) and tetrahydrofuran (20 mL) was added dropwise under ice-cooling a solution of trifluoroacetic anhydride (1.5 mL, 11 mmol) in tetrahydrofuran (5 mL), and the mixture was stirred at room temperature for 2 hr. A saturated aqueous sodium bicarbonate solution was added to the reaction mixture, and the mixture was extracted with ethyl acetate. The collected organ... Starting materials: C(C1=CC=CC=C1)OC([C@@H](N)CC1=CC=CC=C1)=O (L-Phenylalanine benzylester), C1COS(=O)(=O)C1 (1,3-propanesultone). Run in O1CCOCC1 (1,4-dioxane), O1CCOCC1 (1,4-dioxane). Reaction conditions: time 1 hour. The product is C(C1=CC=CC=C1)[C@@H](C(=O)OCC1=CC=CC=C1)NCCCS(=O)(=O)O (3-{[(1S)-1-benzyl-2-(benzyloxy)-2-oxoethyl]amino}propane-1-sulfonic acid). The yield is 46.5%. Reaction SMILES: [CH2:1]([O:8][C:9](=[O:19])[C@H:10]([CH2:12][C:13]1[CH:18]=[CH:17][CH:16]=[CH:15][CH:14]=1)[NH2:11])[C:2]1[CH:7]=[CH:6][CH:5]=[CH:4][CH:3]=1.[CH2:20]1[CH2:26][S:23](=[O:25])(=[O:24])[O:22][CH2:21]1>O1CCOCC1>[CH2:12]([C@H:10]([NH:11][CH2:21][CH2:20][CH2:26][S:23]([OH:25])(=[O:24])=[O:22])[C:9]([O:8][CH2:1][C:2]1[CH:3]=[CH:4][CH:5]=[CH:6][CH:7]=1)=[O:19])[C:13]1[CH:18]=[CH:17][CH:16]=[CH:15][CH:14]=1. Reported procedure: To a solution of L-Phenylalanine benzylester (1.8 g, 6.8 mmol) in 1,4-dioxane (10 mL) was added 1,3-propanesultone (708 mg, 6.5 mmol). The solution was stirred at reflux. After 1 hour, 20 mL of 1,4-dioxane was added to allow for good stiffing. The reaction was stirred at reflux for an additional 1 hour. It was cooled to room temperature. The solid was collected by filtration, washed with acetone (2×25 mL). The product was suspended 80% Acetone/EtOH. The suspension was stirred at reflux for 30 se... Starting materials: BrC(c1ccccc1)c1ccccc1, O=C([O-])[O-], CC#N, O=C1NC(Cc2cc(F)cc(F)c2)C(C2CCCCN2C(c2ccccc2)c2ccccc2)O1, O=C1NC(Cc2cc(F)cc(F)c2)C(C2COCCN2C(c2ccccc2)c2ccccc2)O1, C=CCOC1CC(C(O)C(Cc2cc(F)cc(F)c2)C(=O)O)N(C(=O)OC(C)(C)C)C1, [K+], [K+]. The product is O=C1NC(Cc2cc(F)cc(F)c2)C(C2CC(O)CN2C(c2ccccc2)c2ccccc2)O1. Reaction SMILES: [Br:106][CH:107]([c:108]1[cH:109][cH:110][cH:111][cH:112][cH:113]1)[c:114]1[cH:115][cH:116][cH:117][cH:118][cH:119]1.[C:100](=[O:101])([O-:102])[O-:103].[CH3:120][C:121]#[N:122].[F:1][c:2]1[cH:3][c:4]([CH2:9][CH:10]2[CH:11]([CH:12]3[CH2:13][CH2:14][CH2:15][CH2:16][N:17]3[CH:18]([c:19]3[cH:20][cH:21][cH:22][cH:23][cH:24]3)[c:25]3[cH:26][cH:27][cH:28][cH:29][cH:30]3)[O:31][C:32](=[O:33])[NH:34]2)[cH:5][c:6]([F:7])[cH:8]1.[F:35][c:36]1[cH:37][c:38]([CH2:39][CH:40]2[NH:41][C:42](=[O:64])[O:43][CH:44]2[CH:45]2[CH2:46][O:47][CH2:48][CH2:49][N:50]2[CH:51]([c:52]2[cH:53][cH:54][cH:55][cH:56][cH:57]2)[c:58]2[cH:59][cH:60][cH:61][cH:62][cH:63]2)[cH:65][c:66]([F:68])[cH:67]1.[F:69][c:70]1[cH:71][c:72]([CH2:77][CH:78]([CH:79]([CH:80]2[CH2:81][CH:82]([O:83][CH2:84][CH:85]=[CH2:86])[CH2:87][N:88]2[C:89]([O:90][C:91]([CH3:92])([CH3:93])[CH3:94])=[O:95])[OH:96])[C:97]([OH:98])=[O:99])[cH:73][c:74]([F:75])[cH:76]1.[K+:104].[K+:105]>>[F:35][c:36]1[cH:37][c:38]([CH2:39][CH:40]2[NH:41][C:42](=[O:64])[O:43][CH:44]2[CH:45]2[CH2:46][CH:48]([OH:47])[CH2:49][N:50]2[CH:51]([c:52]2[cH:53][cH:54][cH:55][cH:56][cH:57]2)[c:58]2[cH:59][cH:60][cH:61][cH:62][cH:63]2)[cH:65][c:66]([F:68])[cH:67]1. The reactants are FC1=C(C=CC(=C1)F)C1=C(C=CC(=C1)F)C(C)NS(=O)(=O)C1=CC(=CC=C1)OC (N-[1-(2′,4′,5-trifluoro-1,1′-biphenyl-2-yl)ethyl]-3-methoxybenzenesulfonamide), C([O-])([O-])=O.[K+].[K+] (potassium carbonate). Solvent: CN(C=O)C (N,N-dimethylformamide). The product is FC=1C=CC=2C3=CC(=CC=C3C(N(C2C1)S(=O)(=O)C1=CC(=CC=C1)OC)C)F (3,9-Difluoro-5-[(3-methoxyphenyl)sulfonyl]-6-methyl-5,6-dihydrophenanthridine), white solid. Isolated yield 95.0%. As a reaction SMILES: F[C:2]1[CH:7]=[C:6]([F:8])[CH:5]=[CH:4][C:3]=1[C:9]1[CH:14]=[C:13]([F:15])[CH:12]=[CH:11][C:10]=1[CH:16]([NH:18][S:19]([C:22]1[CH:27]=[CH:26][CH:25]=[C:24]([O:28][CH3:29])[CH:23]=1)(=[O:21])=[O:20])[CH3:17].C(=O)([O-])[O-].[K+].[K+]>CN(C)C=O>[F:8][C:6]1[CH:5]=[CH:4][C:3]2[C:9]3[C:10]([CH:16]([CH3:17])[N:18]([S:19]([C:22]4[CH:27]=[CH:26][CH:25]=[C:24]([O:28][CH3:29])[CH:23]=4)(=[O:20])=[O:21])[C:2]=2[CH:7]=1)=[CH:11][CH:12]=[C:13]([F:15])[CH:14]=3 |f:1.2.3|. Procedure details: The title compound was prepared from N-[1-(2′,4′,5-trifluoro-1,1′-biphenyl-2-yl)ethyl]-3-methoxybenzenesulfonamide (234 mg, 0.55 mmol), anhydrous N,N-dimethylformamide (1 mL), and potassium carbonate (154 mg, 1.1 mmol) according to the procedure and in the same manner as described in Example 105, step d resulting in the isolation of 211 mg (95%) of a white solid. This material was used without further purification in Example 115, step c; Reactants: CC=1C=C(SC1)C(C)=O (1-(4-methyl-2-thienyl)ethanone), COC(N(C)C)OC (N,N-dimethylformamide dimethyl acetal). The product is CN(C=CC(=O)C=1SC=C(C1)C)C (3-(dimethylamino)-1-(4-methyl-2-thienyl)prop-2-en-1-one). The yield is 99.8%. As a reaction SMILES: [CH3:1][C:2]1[CH:3]=[C:4]([C:7](=[O:9])[CH3:8])[S:5][CH:6]=1.CO[CH:12](OC)[N:13]([CH3:15])[CH3:14]>>[CH3:12][N:13]([CH3:15])[CH:14]=[CH:8][C:7]([C:4]1[S:5][CH:6]=[C:2]([CH3:1])[CH:3]=1)=[O:9]. Procedure details: A mixture of 1-(4-methyl-2-thienyl)ethanone (70.8 mmol) and N,N-dimethylformamide dimethyl acetal (105.1 mmol) was refluxed overnight and then allowed to cool to room temperature. The reaction mixture was concentrated under reduced pressure and dried in vacuo to afford 13.8 g (100% yield) of 3-(dimethylamino)-1-(4-methyl-2-thienyl)prop-2-en-1-one which was used in the next step without further purification. Starting materials: FC=1C=C(C=CC1)CCO (2-(3-fluoro-phenyl)-ethanol), ICC(=O)OCC (ethyl iodoacetate), C(C)(C)(C)C1=NC(=CC=C1)C(C)(C)C (2,6-di-tert-butylpyridin). The reagents and catalysts are FC(S(=O)(=O)[O-])(F)F.[Ag+] (silver trifluoromethanesulfonate). The product is C(C)OC(COCCC1=CC(=CC=C1)F)=O ([2-(3-fluoro-phenyl)-ethoxy]-acetic acid ethyl ester). As a reaction SMILES: [F:1][C:2]1[CH:3]=[C:4]([CH2:8][CH2:9][OH:10])[CH:5]=[CH:6][CH:7]=1.I[CH2:12][C:13]([O:15][CH2:16][CH3:17])=[O:14].C(C1C=CC=C(C(C)(C)C)N=1)(C)(C)C>FC(F)(F)S([O-])(=O)=O.[Ag+]>[CH2:16]([O:15][C:13](=[O:14])[CH2:12][O:10][CH2:9][CH2:8][C:4]1[CH:5]=[CH:6][CH:7]=[C:2]([F:1])[CH:3]=1)[CH3:17] |f:3.4|. Reported procedure: In analogy to the procedure described in example 78.1, 2-(3-fluoro-phenyl)-ethanol was reacted with ethyl iodoacetate in the presence of silver trifluoromethanesulfonate and 2,6-di-tert-butylpyridin to give [2-(3-fluoro-phenyl)-ethoxy]-acetic acid ethyl ester as colorless liquid. MS: m/e=227.2 [M+H+]. Reactants: BrC=1C(=C(C(=NC1)N)[N+](=O)[O-])N1CCN(CC1)C(C)C1=CC=CC=C1 (5-bromo-3-nitro-4-[4-(1-phenyl-ethyl)-piperazin-1-yl]-pyridin-2-ylamine), CCO (EtOH), [O-]S(=O)S(=O)[O-].[Na+].[Na+] (Na2S2O4), OC1CCN(CC1)C1=CC=C(C=O)C=C1 (4-(4-hydroxy-piperidin-1-yl)-benzaldehyde). Solvent: C(C)OCC (diethyl ether). Conditions: temperature 80 celsius, time 22 hour. Product: BrC=1C(=C2C(=NC1)NC(=N2)C2=CC=C(C=C2)N2CCC(CC2)O)N2CCN(CC2)C(C)C2=CC=CC=C2 (1-(4-{6-Bromo-7-[4-(1-phenyl-ethyl)-piperazin-1-yl]-3H-imidazo[4,5-b]pyridin-2-yl}-phenyl)-piperidin-4-ol). RXN SMILES: [Br:1][C:2]1[C:3]([N:12]2[CH2:17][CH2:16][N:15]([CH:18]([C:20]3[CH:25]=[CH:24][CH:23]=[CH:22][CH:21]=3)[CH3:19])[CH2:14][CH2:13]2)=[C:4]([N+:9]([O-])=O)[C:5]([NH2:8])=[N:6][CH:7]=1.CCO.[OH:29][CH:30]1[CH2:35][CH2:34][N:33]([C:36]2[CH:43]=[CH:42][C:39]([CH:40]=O)=[CH:38][CH:37]=2)[CH2:32][CH2:31]1.[O-]S(S([O-])=O)=O.[Na+].[Na+]>C(OCC)C>[Br:1][C:2]1[C:3]([N:12]2[CH2:17][CH2:16][N:15]([CH:18]([C:20]3[CH:25]=[CH:24][CH:23]=[CH:22][CH:21]=3)[CH3:19])[CH2:14][CH2:13]2)=[C:4]2[N:9]=[C:40]([C:39]3[CH:38]=[CH:37][C:36]([N:33]4[CH2:34][CH2:35][CH:30]([OH:29])[CH2:31][CH2:32]4)=[CH:43][CH:42]=3)[NH:8][C:5]2=[N:6][CH:7]=1 |f:3.4.5|. Procedure: To a mixture of 5-bromo-3-nitro-4-[4-(1-phenyl-ethyl)-piperazin-1-yl]-pyridin-2-ylamine (0.036 g, 0.09 mmol) and EtOH (4.5 ml) was added 4-(4-hydroxy-piperidin-1-yl)-benzaldehyde (0.025 g, 0.12 mmol) followed by a freshly prepared aqueous solution of Na2S2O4 (1M; 0.38 ml, 0.38 mmol). The reaction mixture was stirred at 80° C. for 22 h, then allowed to cool to room temperature, and concentrated in vacuo. The residue was absorbed on silica gel, the free-running powder was placed on a 10 g isolute ... Reactants: BrB(Br)Br, CC#N, ClCCl, CCOCc1nc2c(N)nc3ccccc3c2n1CCCCNC(=O)C1CCCC1. Product: Nc1nc2ccccc2c2c1nc(CO)n2CCCCNC(=O)C1CCCC1. Reaction SMILES: [B:1]([Br:2])([Br:3])[Br:4].[CH3:35][C:36]#[N:37].[Cl:38][CH2:39][Cl:40].[NH2:5][c:6]1[n:7][c:8]2[cH:9][cH:10][cH:11][cH:12][c:13]2[c:14]2[c:15]1[n:16][c:17]([CH2:31][O:32][CH2:33][CH3:34])[n:18]2[CH2:19][CH2:20][CH2:21][CH2:22][NH:23][C:24](=[O:25])[CH:26]1[CH2:27][CH2:28][CH2:29][CH2:30]1>>[NH2:5][c:6]1[n:7][c:8]2[cH:9][cH:10][cH:11][cH:12][c:13]2[c:14]2[c:15]1[n:16][c:17]([CH2:31][OH:32])[n:18]2[CH2:19][CH2:20][CH2:21][CH2:22][NH:23][C:24](=[O:25])[CH:26]1[CH2:27][CH2:28][CH2:29][CH2:30]1.